Dataset: the Open Reaction Database (ORD), a public repository of structured organic reaction records. Task: describe an organic reaction: reactants, conditions, products, and yield The reactants are COc1cnnc(Cn2ccnc2C)c1, [Na+], C1COCCO1, [OH-]. Product: Cc1nccn1Cc1cc(=O)cn[nH]1. As a reaction SMILES: [CH3:1][O:2][c:3]1[cH:4][c:5]([CH2:9][n:10]2[c:11]([CH3:15])[n:12][cH:13][cH:14]2)[n:6][n:7][cH:8]1.[Na+:17].[O:18]1[CH2:19][CH2:20][O:21][CH2:22][CH2:23]1.[OH-:16]>>[O:2]=[c:3]1[cH:4][c:5]([CH2:9][n:10]2[c:11]([CH3:15])[n:12][cH:13][cH:14]2)[nH:6][n:7][cH:8]1. Reactants: CC(C)(C)OC(=O)N1CCCC1c1ncc(-c2ccc(Br)cc2)[nH]1, COC(=O)NC(C(=O)N1CCCC1c1ncc(-c2ccc3cc(B4OC(C)(C)C(C)(C)O4)ccc3c2)[nH]1)C(C)C, COCCOC, CCOC(C)=O, CO, [K+], [K+], [K+], O=C(C=Cc1ccccc1)C=Cc1ccccc1, O=C(C=Cc1ccccc1)C=Cc1ccccc1, O=C(C=Cc1ccccc1)C=Cc1ccccc1, O=P([O-])([O-])[O-], [Pd], [Pd]. Product: COC(=O)NC(C(=O)N1CCCC1c1ncc(-c2ccc3cc(-c4ccc(-c5cnc(C6CCCN6C(=O)OC(C)(C)C)[nH]5)cc4)ccc3c2)[nH]1)C(C)C. RXN SMILES: [C:1]([CH3:2])([CH3:3])([CH3:4])[O:5][C:6](=[O:7])[N:8]1[CH:9]([c:13]2[nH:14][c:15](-[c:18]3[cH:19][cH:20][c:21]([Br:24])[cH:22][cH:23]3)[cH:16][n:17]2)[CH2:10][CH2:11][CH2:12]1.[CH3:25][O:26][C:27]([NH:28][CH:29]([CH:30]([CH3:31])[CH3:32])[C:33](=[O:34])[N:35]1[CH:36]([c:40]2[nH:41][c:42](-[c:45]3[cH:46][c:47]4[cH:48][cH:49][c:50]([B:55]5[O:56][C:57]([CH3:58])([CH3:59])[C:60]([CH3:61])([CH3:62])[O:63]5)[cH:51][c:52]4[cH:53][cH:54]3)[cH:43][n:44]2)[CH2:37][CH2:38][CH2:39]1)=[O:64].[CH3:73][O:74][CH2:75][CH2:76][O:77][CH3:78].[CH3:79][CH2:80][O:81][C:82]([CH3:83])=[O:84].[CH3:85][OH:86].[K+:70].[K+:71].[K+:72].[O:107]=[C:108]([CH:109]=[CH:110][c:111]1[cH:112][cH:113][cH:114][cH:115][cH:116]1)[CH:117]=[CH:118][c:119]1[cH:120][cH:121][cH:122][cH:123][cH:124]1.[O:125]=[C:126]([CH:127]=[CH:128][c:129]1[cH:130][cH:131][cH:132][cH:133][cH:134]1)[CH:135]=[CH:136][c:137]1[cH:138][cH:139][cH:140][cH:141][cH:142]1.[O:89]=[C:90]([CH:91]=[CH:92][c:93]1[cH:94][cH:95][cH:96][cH:97][cH:98]1)[CH:99]=[CH:100][c:101]1[cH:102][cH:103][cH:104][cH:105][cH:106]1.[P:65]([O-:66])([O-:67])([O-:68])=[O:69].[Pd:87].[Pd:88]>>[C:1]([CH3:2])([CH3:3])([CH3:4])[O:5][C:6](=[O:7])[N:8]1[CH:9]([c:13]2[nH:14][c:15](-[c:18]3[cH:19][cH:20][c:21](-[c:50]4[cH:49][cH:48][c:47]5[cH:46][c:45](-[c:42]6[nH:41][c:40]([CH:36]7[N:35]([C:33]([CH:29]([NH:28][C:27]([O:26][CH3:25])=[O:64])[CH:30]([CH3:31])[CH3:32])=[O:34])[CH2:39][CH2:38][CH2:37]7)[n:44][cH:43]6)[cH:54][cH:53][c:52]5[cH:51]4)[cH:22][cH:23]3)[cH:16][n:17]2)[CH2:10][CH2:11][CH2:12]1. The reactants are CCOc1cc(C(=O)O)ccc1[N+](=O)[O-], [H][H]. The product is CCOc1cc(C(=O)O)ccc1N. As a reaction SMILES: [CH2:1]([CH3:2])[O:3][c:4]1[cH:5][c:6]([C:7](=[O:8])[OH:9])[cH:10][cH:11][c:12]1[N+:13]([O-:14])=[O:15].[H:16][H:17]>>[CH2:1]([CH3:2])[O:3][c:4]1[cH:5][c:6]([C:7](=[O:8])[OH:9])[cH:10][cH:11][c:12]1[NH2:13]. Reactants: [Si](C)(C)(C(C)(C)C)OCCC1(CN(CCO1)C(=O)OC(C)(C)C)C1=CC(=C(C=C1)Cl)Cl (2-[4-t-butoxycarbonyl-2-(3,4-dichlorophenyl)-morpholin-2-yl]ethanol t-butyldimethylsilyl ether), B1(OC2=CC=CC=C2O1)Br (B-bromocatecholborane), O (water), aqueous solution, [OH-].[Na+] (sodium hydroxide). The solvent is C(Cl)Cl (methylene chloride). Run at time 2 hour. The product is ClC=1C=C(C=CC1Cl)C1(CNCCO1)CCO (2-[2-(3,4-Dichlorophenyl)morpholin-2-yl]ethanol). Yield: 100.2%. RXN SMILES: [Si]([O:8][CH2:9][CH2:10][C:11]1([C:24]2[CH:29]=[CH:28][C:27]([Cl:30])=[C:26]([Cl:31])[CH:25]=2)[O:16][CH2:15][CH2:14][N:13](C(OC(C)(C)C)=O)[CH2:12]1)(C(C)(C)C)(C)C.B1(Br)OC2C(=CC=CC=2)O1.O.[OH-].[Na+]>C(Cl)Cl>[Cl:31][C:26]1[CH:25]=[C:24]([C:11]2([CH2:10][CH2:9][OH:8])[O:16][CH2:15][CH2:14][NH:13][CH2:12]2)[CH:29]=[CH:28][C:27]=1[Cl:30] |f:3.4|. Procedure: 7.80 g (15.9 mmole) of 2-[4-t-butoxycarbonyl-2-(3,4-dichlorophenyl)-morpholin-2-yl]ethanol t-butyldimethylsilyl ether [prepared as described in step (c) above] were dissolved in 150 ml of methylene chloride and 7.05 g (35.5 mmole) of B-bromocatecholborane were added. The mixture was then stirred under a stream of nitrogen at room temperature for 2 hours. At the end of this time, 150 ml of water were added to the reaction mixture, and the mixture was then stirred for a further 2 hours. The reacti... Starting materials: S(=O)(=O)([O-])[O-].[Na+].[Na+] (sodium sulfate), ClC1(C(C1C1=CC=CC=C1)(C=O)C)Cl (2,2-dichloro-1-methyl-3-phenylcyclopropane carbaldehyde), C(C)(C)(C)N (t-butylamine). The solvent is C1=CC=CC=C1 (benzene), C1=CC=CC=C1 (benzene), same solvent, C1=CC=CC=C1 (benzene). Yields the product ClC1(C(C1C1=CC=CC=C1)C)Cl.C=NC(C)(C)C (2,2-dichloro-1-methyl-3-phenylcyclopropane methylidene-t-butylamine). The yield is 159.4%. As a reaction SMILES: [Cl:1][C:2]1([Cl:14])[CH:4]([C:5]2[CH:10]=[CH:9][CH:8]=[CH:7][CH:6]=2)[C:3]1(C)[CH:11]=O.S([O-])([O-])(=O)=O.[Na+].[Na+].[C:22]([NH2:26])([CH3:25])([CH3:24])[CH3:23]>C1C=CC=CC=1>[Cl:1][C:2]1([Cl:14])[CH:4]([C:5]2[CH:6]=[CH:7][CH:8]=[CH:9][CH:10]=2)[CH:3]1[CH3:11].[CH2:2]=[N:26][C:22]([CH3:25])([CH3:24])[CH3:23] |f:1.2.3,6.7|. Reported procedure: 1.3 g (0.0057 mol) of 2,2-dichloro-1-methyl-3-phenylcyclopropane carbaldehyde were dissolved in 16 ml of anhydrous benzene. The resulting benzene solution was admixed with 0.5 g of anhydrous sodium sulfate, and stirred. To the benzene solution was dropwise added a solution of 2.0 g (0.027 mol) of t-butylamine in 4 ml of the same solvent over 15 minutes. After further stirring for 94 hours, the reaction mixture was filtered to remove the inorganic substances therefrom. Then the benzene and the t-...